This data is from the Open Reaction Database (ORD), a public repository of structured organic reaction records. The task is: describe an organic reaction: reactants, conditions, products, and yield Reactants: ClC1=C(C=CC=C1)OC[C@H](CCl)C (1-chloro-2-{[(2R)-3-chloro-2-methylpropyl]oxy}benzene), CC(C(=O)NC1=CC(=CC=C1)C1CCNCC1)C (2-methyl-N-[3-(4-piperidinyl)phenyl]propanamide). The product is ClC1=C(OC[C@H](CN2CCC(CC2)C=2C=C(C=CC2)NC(C(C)C)=O)C)C=CC=C1 (N-(3-{1-[(2S)-3-(2-CHLOROPHENOXY)-2-METHYLPROPYL]-4-PIPERIDINYL}PHENYL)-2-METHYLPROPANAMIDE). As a reaction SMILES: [Cl:1][C:2]1[CH:7]=[CH:6][CH:5]=[CH:4][C:3]=1[O:8][CH2:9][C@@H:10]([CH3:13])[CH2:11]Cl.[CH3:14][CH:15]([CH3:31])[C:16]([NH:18][C:19]1[CH:24]=[CH:23][CH:22]=[C:21]([CH:25]2[CH2:30][CH2:29][NH:28][CH2:27][CH2:26]2)[CH:20]=1)=[O:17]>>[Cl:1][C:2]1[CH:7]=[CH:6][CH:5]=[CH:4][C:3]=1[O:8][CH2:9][C@@H:10]([CH3:13])[CH2:11][N:28]1[CH2:29][CH2:30][CH:25]([C:21]2[CH:20]=[C:19]([NH:18][C:16](=[O:17])[CH:15]([CH3:14])[CH3:31])[CH:24]=[CH:23][CH:22]=2)[CH2:26][CH2:27]1. Reported procedure: Prepared by Procedure G and Scheme B1 using 1-chloro-2-{[(2R)-3-chloro-2-methylpropyl]oxy}benzene and 2-methyl-N-[3-(4-piperidinyl)phenyl]propanamide: ESMS m/e: 429.1 (M+H)+. Reactants: CCCCC1CC(NC(C)(C)C)CCC1NC(=O)CNC(=O)OCc1ccccc1, CO. Yields the product CCCCC1CC(NC(C)(C)C)CCC1NC(=O)CN. As a reaction SMILES: [CH2:1]([CH2:2][CH2:3][CH3:4])[CH:5]1[CH:6]([NH:16][C:17]([CH2:18][NH:19][C:20](=[O:21])[O:22][CH2:23][c:24]2[cH:25][cH:26][cH:27][cH:28][cH:29]2)=[O:30])[CH2:7][CH2:8][CH:9]([NH:11][C:12]([CH3:13])([CH3:14])[CH3:15])[CH2:10]1.[CH3:31][OH:32]>>[CH2:1]([CH2:2][CH2:3][CH3:4])[CH:5]1[CH:6]([NH:16][C:17]([CH2:18][NH2:19])=[O:30])[CH2:7][CH2:8][CH:9]([NH:11][C:12]([CH3:13])([CH3:14])[CH3:15])[CH2:10]1. Reactants: CO, COCOc1c(C)cc(N2CCOC2=O)cc1OC, Cl, O. Product: COc1cc(N2CCOC2=O)cc(C)c1O. As a reaction SMILES: [CH3:2][OH:3].[CH3:4][O:5][c:6]1[cH:7][c:8]([N:17]2[C:18](=[O:22])[O:19][CH2:20][CH2:21]2)[cH:9][c:10]([CH3:16])[c:11]1[O:12][CH2:13][O:14][CH3:15].[ClH:1].[OH2:23]>>[CH3:4][O:5][c:6]1[cH:7][c:8]([N:17]2[C:18](=[O:22])[O:19][CH2:20][CH2:21]2)[cH:9][c:10]([CH3:16])[c:11]1[OH:12]. RXN SMILES: [C:35](=[O:36])([O-:37])[O-:38].[CH3:41][CH2:42][O:43][C:44](=[O:45])[CH3:46].[K+:39].[K+:40].[N:13](=[N:14][C:15](=[O:16])[O:17][CH2:18][c:19]1[cH:20][cH:21][cH:22][cH:23][cH:24]1)[C:25](=[O:26])[O:27][CH2:28][c:29]1[cH:30][cH:31][cH:32][cH:33][cH:34]1.[O:1]=[C:2]1[NH:3][C:4](=[O:12])[CH2:5][CH:6]1[C:7](=[O:8])[O:9][CH2:10][CH3:11]>>[O:1]=[C:2]1[NH:3][C:4](=[O:12])[CH2:5][C:6]1([C:7](=[O:8])[O:9][CH2:10][CH3:11])[N:13]([NH:14][C:15](=[O:16])[O:17][CH2:18][c:19]1[cH:20][cH:21][cH:22][cH:23][cH:24]1)[C:25](=[O:26])[O:27][CH2:28][c:29]1[cH:30][cH:31][cH:32][cH:33][cH:34]1. Product: CCOC(=O)C1(N(NC(=O)OCc2ccccc2)C(=O)OCc2ccccc2)CC(=O)NC1=O. The reactants are O=C([O-])[O-], CCOC(C)=O, [K+], [K+], O=C(N=NC(=O)OCc1ccccc1)OCc1ccccc1, CCOC(=O)C1CC(=O)NC1=O.